From a dataset of the Open Reaction Database (ORD), a public repository of structured organic reaction records. describe an organic reaction: reactants, conditions, products, and yield Reactants: CC(=O)O[BH-](OC(C)=O)OC(C)=O, O=C([O-])O, CCCN(CCC)CCCCNCc1ccc(C#N)cc1, CCO, [Na+], [Na+], O=Cc1ccc[nH]1. The product is CCCN(CCC)CCCCN(Cc1ccc(C#N)cc1)Cc1ccc[nH]1. Reaction SMILES: [C:29]([O:30][BH-:31]([O:32][C:33](=[O:34])[CH3:35])[O:36][C:37](=[O:38])[CH3:39])(=[O:40])[CH3:41].[C:43](=[O:44])([OH:45])[O-:46].[CH2:1]([CH2:2][CH3:3])[N:4]([CH2:5][CH2:6][CH2:7][CH2:8][NH:9][CH2:10][c:11]1[cH:12][cH:13][c:14]([C:15]#[N:16])[cH:17][cH:18]1)[CH2:19][CH2:20][CH3:21].[CH3:48][CH2:49][OH:50].[Na+:42].[Na+:47].[nH:22]1[c:23]([CH:27]=[O:28])[cH:24][cH:25][cH:26]1>>[CH2:1]([CH2:2][CH3:3])[N:4]([CH2:5][CH2:6][CH2:7][CH2:8][N:9]([CH2:10][c:11]1[cH:12][cH:13][c:14]([C:15]#[N:16])[cH:17][cH:18]1)[CH2:27][c:23]1[nH:22][cH:26][cH:25][cH:24]1)[CH2:19][CH2:20][CH3:21]. Reactants: N1C=C(C2=CC=CC=C12)C[C@@H](COC=1C=NC=C(C1)C#CC1=CC=NC=C1)N ((1S)-2-(1H-indol-3-yl)-1-({[5-(pyridin-4-ylethynyl)pyridin-3-yl}oxy]methyl)ethylamine), N1=CC=CC2=CC=CC=C12 (quinoline). Reagents/catalysts: [Pd].[O-]S(=O)(=O)[O-].[Ba+2] (Pd BaSO4). Solvent: CO (methanol). Yields the product N1C=C(C2=CC=CC=C12)C[C@@H](COC=1C=NC=C(C1)\C=C/C1=CC=NC=C1)N ((1S)-2-(1H-indol-3-yl)-1-[({5-[(Z)-2-pyridin-4-ylvinyl]pyridin-3-yl}oxy)methyl]ethylamine). Isolated yield 73.6%. As a reaction SMILES: [NH:1]1[C:9]2[C:4](=[CH:5][CH:6]=[CH:7][CH:8]=2)[C:3]([CH2:10][C@H:11]([NH2:28])[CH2:12][O:13][C:14]2[CH:15]=[N:16][CH:17]=[C:18]([C:20]#[C:21][C:22]3[CH:27]=[CH:26][N:25]=[CH:24][CH:23]=3)[CH:19]=2)=[CH:2]1.N1C2C(=CC=CC=2)C=CC=1>CO.[Pd].[O-]S([O-])(=O)=O.[Ba+2]>[NH:1]1[C:9]2[C:4](=[CH:5][CH:6]=[CH:7][CH:8]=2)[C:3]([CH2:10][C@H:11]([NH2:28])[CH2:12][O:13][C:14]2[CH:15]=[N:16][CH:17]=[C:18](/[CH:20]=[CH:21]\[C:22]3[CH:23]=[CH:24][N:25]=[CH:26][CH:27]=3)[CH:19]=2)=[CH:2]1 |f:3.4.5|. Reported procedure: A mixture of Example 14D (40 mg, 0.11 mmol), 5% Pd/BaSO4 (8.1 mg) and quinoline (8.1 μL) in methanol (3 mL) was stirred under hydrogen (20 psi) at room temperature for 12 minutes and filtered. The filtrate was concentrated and the residual oil was purified by HPLC on a C18 column with 0-100% CH3CN/H2O/0.1% TFA to provide the desired product (30 mg, 75%). MS (APCI) m/e 369 (M−H)−; 1H NMR (300 MHz, CD3OD) δ 8.57 (d, J=6.8 Hz, 2H), 8.29 (d, J=2.4 Hz, 1H), 8.04 (s, 1H), 7.69 (d, J=6.4 Hz, 2H), 7.57 ... Solvent: C1(=CC=CC=C1)C (toluene), C1(=CC=CC=C1)C (toluene), C1(=CC=CC=C1)C (toluene). Reactants: C(C)OP(=O)(OCC)CC(=O)OC (methyl diethylphosphonoacetate), COC1=NC=C(C=C1)C=O (2-methoxy-pyridine-5-carboxaldehyde), [H-].[Na+] (NaH). Conditions: time 30 minute. Reaction SMILES: [H-].[Na+].C(OP([CH2:11][C:12]([O:14][CH3:15])=[O:13])(OCC)=O)C.[CH3:16][O:17][C:18]1[CH:23]=[CH:22][C:21]([CH:24]=O)=[CH:20][N:19]=1>C1(C)C=CC=CC=1>[CH3:16][O:17][C:18]1[CH:23]=[CH:22][C:21]([CH:24]=[CH:11][C:12]([O:14][CH3:15])=[O:13])=[CH:20][N:19]=1 |f:0.1|. Yields the product COC1=NC=C(C=C1)C=CC(=O)OC (methyl β-(2-methoxypyridin-5-yl)acrylate). Isolated yield 85.9%. Procedure details: A suspension of 0.65 g (1.1 eq) of 95% NaH in 22 ml of toluene was slowly added to 3.8 g (1 eq) of methyl diethylphosphonoacetate in 5 ml of dry toluene below 35° C. The clear yellow solution was allowed to stir under nitrogen at room temperature for 30 min and a solution of 2.5 g (18.2 mmol) of 2-methoxy-pyridine-5-carboxaldehyde in 10 ml of toluene was added dropwise while maintaining the reaction temperature below 40° C. After the addition, the mixture was heated at 65° C. for 30 min, cooled,... Yields the product COC([C@H](CCOC)NC(=O)OCC1C2=CC=CC=C2C=2C=CC=CC12)=O ((S)-2-(9H-fluoren-9-ylmethoxycarbonylamino)-4-methoxy-butyric acid methyl ester). Run in CO (methanol). Yield: 94.0%. Reactants: C1=CC=CC=2C3=CC=CC=C3C(C12)COC(=O)N[C@H](C(=O)O)CCOC ((S)-2-(9H-fluoren-9-ylmethoxycarbonylamino)-4-methoxy-butyric acid), C(C)OCC (diethyl ether), solution, C[Si](C)(C)C=[N+]=[N-] ((trimethylsilyl)diazomethane), C(C)OCC (diethyl ether). RXN SMILES: [CH:1]1[C:13]2[CH:12]([CH2:14][O:15][C:16]([NH:18][C@@H:19]([CH2:23][CH2:24][O:25][CH3:26])[C:20]([OH:22])=[O:21])=[O:17])[C:11]3[C:6](=[CH:7][CH:8]=[CH:9][CH:10]=3)[C:5]=2[CH:4]=[CH:3][CH:2]=1.[CH2:27](OCC)C.C[Si](C=[N+]=[N-])(C)C>CO>[CH3:27][O:21][C:20](=[O:22])[C@@H:19]([NH:18][C:16]([O:15][CH2:14][CH:12]1[C:11]2[CH:10]=[CH:9][CH:8]=[CH:7][C:6]=2[C:5]2[C:13]1=[CH:1][CH:2]=[CH:3][CH:4]=2)=[O:17])[CH2:23][CH2:24][O:25][CH3:26]. Reported procedure: In a flask was placed (S)-2-(9H-fluoren-9-ylmethoxycarbonylamino)-4-methoxy-butyric acid (500 mg, 1.41 mmol), diethyl ether (20 mL) and methanol (5 mL) and cooled to 0° C. in an ice bath. To this mixture was added a 2M solution of (trimethylsilyl)diazomethane in diethyl ether (1.41 mL, 2.82 mmol) dropwise. The mixture was stirred and warmed to 25° C. The mixture was then concentrated to afford (S)-2-(9H-fluoren-9-ylmethoxycarbonylamino)-4-methoxy-butyric acid methyl ester (489 mg, 94%) as a whit... Reaction conditions: temperature 25 celsius. Reactants: ClCCl, CC(C)(C)NCC(O)COc1ccccc1-c1ccc(Cl)nn1, Cl, NN, O. The product is Cl, Cl, CC(C)(C)NCC(O)COc1ccccc1-c1ccc(NN)nn1. As a reaction SMILES: [Cl:28][CH2:29][Cl:30].[Cl:2][c:3]1[n:4][n:5][c:6](-[c:9]2[c:10]([O:15][CH2:16][CH:17]([CH2:18][NH:19][C:20]([CH3:21])([CH3:22])[CH3:23])[OH:24])[cH:11][cH:12][cH:13][cH:14]2)[cH:7][cH:8]1.[ClH:1].[NH2:26][NH2:27].[OH2:25]>>[ClH:1].[ClH:2].[c:3]1([NH:26][NH2:27])[n:4][n:5][c:6](-[c:9]2[c:10]([O:15][CH2:16][CH:17]([CH2:18][NH:19][C:20]([CH3:21])([CH3:22])[CH3:23])[OH:24])[cH:11][cH:12][cH:13][cH:14]2)[cH:7][cH:8]1. The reactants are O1NC(NC(C1)=O)=O (6H-1,2,4-oxadiazin-3,5(2H,4H)-dione), NC1=CC(=C(C(=O)[O-])C=C1)C (p-amino-methylbenzoate), C[Si](N[Si](C)(C)C)(C)C (hexamethyldisilazane). Reagents/catalysts: S(=O)(=O)([O-])[O-].[NH4+].[NH4+] (ammonium sulfate). The solvent is O1CCOCC1 (dioxane). Yields the product O=C1NOCC(=N1)NC1=CC=C(C(=O)OC)C=C1 (4-((3,6-dihydro-3-oxo-2H-1,2,4-oxadiazin-5-yl)amino)benzoic acid, methyl ester). Yield: 63.0%. As a reaction SMILES: [O:1]1[CH2:6][C:5](=O)[NH:4][C:3](=[O:8])[NH:2]1.[NH2:9][C:10]1[CH:18]=[CH:17][C:13]([C:14]([O-:16])=[O:15])=[C:12](C)[CH:11]=1.[CH3:20][Si](C)(C)N[Si](C)(C)C>S([O-])([O-])(=O)=O.[NH4+].[NH4+].O1CCOCC1>[O:8]=[C:3]1[N:4]=[C:5]([NH:9][C:10]2[CH:18]=[CH:17][C:13]([C:14]([O:16][CH3:20])=[O:15])=[CH:12][CH:11]=2)[CH2:6][O:1][NH:2]1 |f:3.4.5|. Reported procedure: A solution of 1.16 g (0.010 mole) of 6H-1,2,4-oxadiazin-3,5(2H,4H)-dione, 5 mg ammonium sulfate, 1.80 g (0.012 mole) of p-amino-methylbenzoate and 20 ml hexamethyldisilazane in 40 ml freshly distilled dry dioxane is refluxed for 17 hours. After cooling, the dioxane and hexamethyldisilazane are removed in vacuo and the syrupy residue is dried on a vacuum pump for 2 hours. The resulting semi-solid residue is triturated with 100 ml of petroleum ether and filtered to yield 1.56 g (63 percent) of 4-(...